Dataset: the Open Reaction Database (ORD), a public repository of structured organic reaction records. Task: describe an organic reaction: reactants, conditions, products, and yield The reactants are C(C(=O)O)(=O)O (oxalic acid), C(CCCCCCC)SC(CCN1C=NC=C1)CCCCC (1-(3-octylthiooctyl) imidazole). Solvent: CCOCC (ether). The product is C(C(=O)O)(=O)O.C(CCCCCCC)SC(CCN1C=NC=C1)CCCCC (1-(3-octylthiooctyl)imidazole oxalate). As a reaction SMILES: [C:1]([OH:6])(=[O:5])[C:2]([OH:4])=[O:3].[CH2:7]([S:15][CH:16]([CH2:24][CH2:25][CH2:26][CH2:27][CH3:28])[CH2:17][CH2:18][N:19]1[CH:23]=[CH:22][N:21]=[CH:20]1)[CH2:8][CH2:9][CH2:10][CH2:11][CH2:12][CH2:13][CH3:14]>CCOCC>[C:1]([OH:6])(=[O:5])[C:2]([OH:4])=[O:3].[CH2:7]([S:15][CH:16]([CH2:24][CH2:25][CH2:26][CH2:27][CH3:28])[CH2:17][CH2:18][N:19]1[CH:23]=[CH:22][N:21]=[CH:20]1)[CH2:8][CH2:9][CH2:10][CH2:11][CH2:12][CH2:13][CH3:14] |f:3.4|. Procedure details: A solution of oxalic acid in ether was added dropwise to a stirred solution of 2.0 g. of 1-(3-octylthiooctyl) imidazole in 30 ml. of anhydrous ether until precipitation was complete. The product was filtered off, washed with ether, air dried, and recrystallized from ethyl acetate to yield 1-(3-octylthiooctyl)imidazole oxalate, m.p. 105°-108° C. Reactants: BrC1=CC(=C(C=C1)C(=O)C1=CC=CC=2NCC3=C(NC21)N=CC=C3)Cl ((4-Bromo-2-chloro-phenyl)-(5,11-dihydro-pyrido [2,3-b][1,5] benzodiazepin-10-yl)-methanone), S1C=C(C=C1)B(O)O (thiophene-3-boronic acid), C([O-])([O-])=O.[Na+].[Na+] (sodium carbonate). The reagents and catalysts are [Pd].C1(=CC=CC=C1)P(C1=CC=CC=C1)C1=CC=CC=C1.C1(=CC=CC=C1)P(C1=CC=CC=C1)C1=CC=CC=C1.C1(=CC=CC=C1)P(C1=CC=CC=C1)C1=CC=CC=C1.C1(=CC=CC=C1)P(C1=CC=CC=C1)C1=CC=CC=C1 (tetrakis (triphenylphosphine) palladium(0)). Solvent: C1(=CC=CC=C1)C (toluene), C(C)O (ethanol), O (water). Yields the product ClC1=C(C=CC(=C1)C1=CSC=C1)C(=O)C1=CC=CC=2NCC3=C(NC21)N=CC=C3 ((2-Chloro-4-thiophen-3-yl-phenyl)-(5,11-dihydro-pyrido[2,3-b][1,5] benzodiazepin-10-yl)-methanone). Yield: 46.7%. RXN SMILES: Br[C:2]1[CH:7]=[CH:6][C:5]([C:8]([C:10]2[C:20]3[NH:19][C:18]4[N:21]=[CH:22][CH:23]=[CH:24][C:17]=4[CH2:16][NH:15][C:14]=3[CH:13]=[CH:12][CH:11]=2)=[O:9])=[C:4]([Cl:25])[CH:3]=1.[S:26]1[CH:30]=[CH:29][C:28](B(O)O)=[CH:27]1.C(=O)([O-])[O-].[Na+].[Na+]>C1(C)C=CC=CC=1.C(O)C.O.[Pd].C1(P(C2C=CC=CC=2)C2C=CC=CC=2)C=CC=CC=1.C1(P(C2C=CC=CC=2)C2C=CC=CC=2)C=CC=CC=1.C1(P(C2C=CC=CC=2)C2C=CC=CC=2)C=CC=CC=1.C1(P(C2C=CC=CC=2)C2C=CC=CC=2)C=CC=CC=1>[Cl:25][C:4]1[CH:3]=[C:2]([C:28]2[CH:29]=[CH:30][S:26][CH:27]=2)[CH:7]=[CH:6][C:5]=1[C:8]([C:10]1[C:20]2[NH:19][C:18]3[N:21]=[CH:22][CH:23]=[CH:24][C:17]=3[CH2:16][NH:15][C:14]=2[CH:13]=[CH:12][CH:11]=1)=[O:9] |f:2.3.4,8.9.10.11.12|. Reported procedure: To a solution of the (4-bromo-2-chloro-phenyl)-(5,11-dihydro-pyrido[2,3-b][1,5] benzodiazepin-10-yl)-methanone of Example 7, Step A (0.5 g, 1.23 mmol), thiophene-3-boronic acid (0.158 g, 1.23 mmol) and sodium carbonate (0.568 g, 5.36 mmol) in toluene (20 mL), ethanol (10 mL) and water (10 mL) under nitrogen was added the tetrakis (triphenylphosphine) palladium(0) catalyst (0.06 g, 0.052 mmol). The reaction was heated at reflux for 20 hours, cooled, and filtered through Celite, which was then rin... Reactants: Cl, Cl, Cl, NC1CCC(CCN2CCN(c3nccc4c3CCO4)CC2)CC1, O=C(O)C1(O)CC1. Yields the product O=C(NC1CCC(CCN2CCN(c3nccc4c3CCO4)CC2)CC1)C1(O)CC1. Reaction SMILES: [ClH:1].[ClH:2].[ClH:3].[O:4]1[CH2:5][CH2:6][c:7]2[c:8]([N:13]3[CH2:14][CH2:15][N:16]([CH2:19][CH2:20][CH:21]4[CH2:22][CH2:23][CH:24]([NH2:27])[CH2:25][CH2:26]4)[CH2:17][CH2:18]3)[n:9][cH:10][cH:11][c:12]21.[OH:28][C:29]1([C:32](=[O:33])[OH:34])[CH2:30][CH2:31]1>>[O:4]1[CH2:5][CH2:6][c:7]2[c:8]([N:13]3[CH2:14][CH2:15][N:16]([CH2:19][CH2:20][CH:21]4[CH2:22][CH2:23][CH:24]([NH:27][C:32]([C:29]5([OH:28])[CH2:30][CH2:31]5)=[O:33])[CH2:25][CH2:26]4)[CH2:17][CH2:18]3)[n:9][cH:10][cH:11][c:12]21. Reaction SMILES: [CH:1]1([C:7]2[C:8]3[CH:9]=[CH:10][C:11]([C:38]([NH:40][S:41]([N:44]([CH2:46][CH:47](OC)[O:48]C)[CH3:45])(=[O:43])=[O:42])=[O:39])=[CH:12][C:13]=3[N:14]3[C:21]=2[C:20]2[CH:22]=[CH:23][CH:24]=[CH:25][C:19]=2[O:18][CH2:17][C@H:16]([N:26]([CH3:37])[CH2:27][CH2:28][NH:29]C(=O)OC(C)(C)C)[CH2:15]3)[CH2:6][CH2:5][CH2:4][CH2:3][CH2:2]1.C(O)(C(F)(F)F)=O.O>C(Cl)Cl>[NH2:29][CH2:28][CH2:27][N:26]([CH3:37])[C@@H:16]1[CH2:15][N:14]2[C:13]3[CH:12]=[C:11]([C:38]([NH:40][S:41]([N:44]([CH3:45])[CH2:46][CH:47]=[O:48])(=[O:42])=[O:43])=[O:39])[CH:10]=[CH:9][C:8]=3[C:7]([CH:1]3[CH2:2][CH2:3][CH2:4][CH2:5][CH2:6]3)=[C:21]2[C:20]2[CH:22]=[CH:23][CH:24]=[CH:25][C:19]=2[O:18][CH2:17]1. Run at temperature 40 celsius, time 3 hour. Yields the product NCCN([C@H]1COC2=C(C=3N(C1)C=1C=C(C=CC1C3C3CCCCC3)C(=O)NS(=O)(=O)N(CC=O)C)C=CC=C2)C ((7R)-7-[(2-aminoethyl)(methyl)amino]-14-cyclohexyl-N-{[methyl(2-oxoethyl)amino]sulfonyl}-7,8-dihydro-6H-indolo[1,2-e][1,5]benzoxazocine-11-carboxamide). Starting materials: C1(CCCCC1)C=1C=2C=CC(=CC2N2C[C@H](COC3=C(C21)C=CC=C3)N(CCNC(OC(C)(C)C)=O)C)C(=O)NS(=O)(=O)N(C)CC(OC)OC (tert-butyl {2-[{(7R)-14-cyclohexyl-11-[({[(2,2-dimethoxyethyl)-(methyl)amino]sulfonyl}amino)carbonyl]-7,8-dihydro-6H-indolo[1,2-e][1,5]-benzoxazocin-7-yl}(methyl)amino]ethyl}carbamate), C(=O)(C(F)(F)F)O (TFA), O (water). Procedure: A solution of tert-butyl {2-[{(7R)-14-cyclohexyl-11-[({[(2,2-dimethoxyethyl)-(methyl)amino]sulfonyl}amino)carbonyl]-7,8-dihydro-6H-indolo[1,2-e][1,5]-benzoxazocin-7-yl}(methyl)amino]ethyl}carbamate (0.03 M) in DCM was treated with TFA (100 eq) and water (180 eq) at RT and the resulting mixture stirred vigorously for 3 h at 40° C. The volatiles were removed in vacuo and the residue diluted with Et2O and re-evaporated to drive off excess TFA. The product was used in the subsequent step without fur... The solvent is C(Cl)Cl (DCM). The reactants are ClC=1NC2=C(N1)C=CC=C2 (2-chlorobenzimidazole), FC(C=1C=C(N)C=C(C1)C(F)(F)F)(F)F (3,5-bis(trifluoromethyl)aniline). The product is N1=C(NC2=C1C=CC=C2)NC2=CC(=CC(=C2)C(F)(F)F)C(F)(F)F (N-(Benzimidazol-2-yl)-3,5-bis(trifluoromethyl)aniline), hydrochloride salt. Reaction SMILES: Cl[C:2]1[NH:3][C:4]2[CH:10]=[CH:9][CH:8]=[CH:7][C:5]=2[N:6]=1.[F:11][C:12]([F:25])([F:24])[C:13]1[CH:14]=[C:15]([CH:17]=[C:18]([C:20]([F:23])([F:22])[F:21])[CH:19]=1)[NH2:16]>>[N:6]1[C:5]2[CH:7]=[CH:8][CH:9]=[CH:10][C:4]=2[NH:3][C:2]=1[NH:16][C:15]1[CH:17]=[C:18]([C:20]([F:21])([F:22])[F:23])[CH:19]=[C:13]([C:12]([F:11])([F:24])[F:25])[CH:14]=1. Procedure: The title compound was prepared from 2-chlorobenzimidazole and 3,5-bis(trifluoromethyl)aniline by Procedure A. The product was isolated by filtration to give the title compound as a hydrochloride salt (white solid, mp 245-246° C.). MS(ES+) m/z 346 ([M+1]+, 100). Starting materials: COC(=O)c1ccc(C(CC(C)C)Oc2ccc(Br)c(C3OCCCO3)c2)cc1, CO, [Na+], [OH-]. Yields the product CC(C)CC(Oc1ccc(Br)c(C2OCCCO2)c1)c1ccc(C(=O)O)cc1. Reaction SMILES: [CH3:1][O:2][C:3]([c:4]1[cH:5][cH:6][c:7]([CH:10]([CH2:11][CH:12]([CH3:13])[CH3:14])[O:15][c:16]2[cH:17][c:18]([CH:23]3[O:24][CH2:25][CH2:26][CH2:27][O:28]3)[c:19]([Br:22])[cH:20][cH:21]2)[cH:8][cH:9]1)=[O:29].[CH3:32][OH:33].[Na+:31].[OH-:30]>>[O:2]=[C:3]([c:4]1[cH:5][cH:6][c:7]([CH:10]([CH2:11][CH:12]([CH3:13])[CH3:14])[O:15][c:16]2[cH:17][c:18]([CH:23]3[O:24][CH2:25][CH2:26][CH2:27][O:28]3)[c:19]([Br:22])[cH:20][cH:21]2)[cH:8][cH:9]1)[OH:29].